Dataset: the Open Reaction Database (ORD), a public repository of structured organic reaction records. Task: describe an organic reaction: reactants, conditions, products, and yield Starting materials: Cc1cc(C)c2ccc(Cl)nc2n1, Cl, [Na+], [Na+], O, O=S([O-])[O-]. Product: Cc1cc(C)c2ccc(S(=O)(=O)O)nc2n1. As a reaction SMILES: [Cl:1][c:2]1[n:3][c:4]2[n:5][c:6]([CH3:13])[cH:7][c:8]([CH3:12])[c:9]2[cH:10][cH:11]1.[ClH:20].[Na+:18].[Na+:19].[OH2:21].[S:14](=[O:15])([O-:16])[O-:17]>>[c:2]1([S:14](=[O:15])(=[O:16])[OH:17])[n:3][c:4]2[n:5][c:6]([CH3:13])[cH:7][c:8]([CH3:12])[c:9]2[cH:10][cH:11]1.